Task: describe an organic reaction: reactants, conditions, products, and yield. Dataset: the Open Reaction Database (ORD), a public repository of structured organic reaction records Reactants: CC1=C2C=C(C=NC2=CN=C1)C1=CC=CC=C1 (5-Methyl-3-phenyl-1,7-naphthyridine), [Se](=O)=O (selenium dioxide), SeO2. The solvent is C(Cl)Cl (CH2Cl2), C1=CC=CC2=CC=CC=C12 (naphthalene). Reaction conditions: temperature 200 celsius, time 5 hour. Yields the product C1(=CC=CC=C1)C=1C=NC=2C=NC=C(C2C1)C=O (3-Phenyl-1,7-naphthyridine-5-carboxaldehyde). As a reaction SMILES: [CH3:1][C:2]1[CH:11]=[N:10][CH:9]=[C:8]2[C:3]=1[CH:4]=[C:5]([C:12]1[CH:17]=[CH:16][CH:15]=[CH:14][CH:13]=1)[CH:6]=[N:7]2.[Se](=O)=[O:19]>C1C2C(=CC=CC=2)C=CC=1.C(Cl)Cl>[C:12]1([C:5]2[CH:6]=[N:7][C:8]3[CH:9]=[N:10][CH:11]=[C:2]([CH:1]=[O:19])[C:3]=3[CH:4]=2)[CH:13]=[CH:14][CH:15]=[CH:16][CH:17]=1. Reported procedure: 36.2 g (164 mmol) of the compound from Example III are well stirred with 27.4 g of selenium dioxide in 130 g of naphthalene at 180° C. After 5 h, a further 3.65 g of SeO2 are added and the mixture is stirred for a further 3 h at 200° C. It is allowed to cool and is dissolved in CH2Cl2 and the solution is concentrated on a rotary evaporator after addition of 200 g of silica gel. The residue is applied to a large silica gel column and chromatographed (toluene→ethyl acetate). Yield: 18 g (47%) M.p.... The reactants are C1CCOC1, CC(=O)N(C)CCN(C)c1nc2ccc([N+](=O)[O-])cc2s1, CCO. Yields the product CC(=O)N(C)CCN(C)c1nc2ccc(N)cc2s1. As a reaction SMILES: [CH2:25]1[O:26][CH2:27][CH2:28][CH2:29]1.[CH3:1][N:2]([C:3]([CH3:4])=[O:5])[CH2:6][CH2:7][N:8]([c:9]1[s:10][c:11]2[c:12]([n:13]1)[cH:14][cH:15][c:16]([N+:18]([O-:19])=[O:20])[cH:17]2)[CH3:21].[CH3:22][CH2:23][OH:24]>>[CH3:1][N:2]([C:3]([CH3:4])=[O:5])[CH2:6][CH2:7][N:8]([c:9]1[s:10][c:11]2[c:12]([n:13]1)[cH:14][cH:15][c:16]([NH2:18])[cH:17]2)[CH3:21].